Dataset: the Open Reaction Database (ORD), a public repository of structured organic reaction records. Task: describe an organic reaction: reactants, conditions, products, and yield Starting materials: N (Ammonia), OCCCCC1=CC=C(C=C1)OC (p-(4-hydroxybutyl)-anisole), [Na] (sodium). Solvent: C(C)O (ethanol). Run at time 10 minute. Product: COC1=CCC(=CC1)CCCCO (1-methoxy-4-(4-hydroxybutyl)-cyclohexa-1,4-diene). RXN SMILES: N.[OH:2][CH2:3][CH2:4][CH2:5][CH2:6][C:7]1[CH:12]=[CH:11][C:10]([O:13][CH3:14])=[CH:9][CH:8]=1.[Na]>C(O)C>[CH3:14][O:13][C:10]1[CH2:11][CH:12]=[C:7]([CH2:6][CH2:5][CH2:4][CH2:3][OH:2])[CH2:8][CH:9]=1 |^1:14|. Procedure details: Ammonia (75 ml) is liquified in a flask at -40° and a solution of 5 g (28 mmol) of p-(4-hydroxybutyl)-anisole in 25 ml ethanol is added 2.76 g (0.12 mmol) of sodium is added in small pieces over 1 h. The blue solution is then stirred at -40° for 10 min during which time the solution decolorizes with the formation of a white precipitate. The reaction is quenched using 5.88 g solid ammonium chloride followed by 25 ml water. The solvent is evaporated under a stream of nitrogen and then poured into ... Starting materials: O=C(n1ccnc1)n1ccnc1, O=C(O)c1ccc2ccn(C3CCN(C(=O)OCc4ccccc4)CC3)c2c1, [NH4+], C1CCOC1, O. Product: NC(=O)c1ccc2ccn(C3CCN(C(=O)OCc4ccccc4)CC3)c2c1. Reaction SMILES: [C:29]([n:30]1[cH:31][cH:32][n:33][cH:34]1)([n:35]1[cH:36][cH:37][n:38][cH:39]1)=[O:40].[CH2:1]([c:2]1[cH:3][cH:4][cH:5][cH:6][cH:7]1)[O:8][C:9](=[O:10])[N:11]1[CH2:12][CH2:13][CH:14]([n:17]2[cH:18][cH:19][c:20]3[cH:21][cH:22][c:23]([C:26]([OH:27])=[O:28])[cH:24][c:25]23)[CH2:15][CH2:16]1.[NH4+:42].[O:43]1[CH2:44][CH2:45][CH2:46][CH2:47]1.[OH2:41]>>[CH2:1]([c:2]1[cH:3][cH:4][cH:5][cH:6][cH:7]1)[O:8][C:9](=[O:10])[N:11]1[CH2:12][CH2:13][CH:14]([n:17]2[cH:18][cH:19][c:20]3[cH:21][cH:22][c:23]([C:26](=[O:41])[NH2:42])[cH:24][c:25]23)[CH2:15][CH2:16]1.